The task is: describe an organic reaction: reactants, conditions, products, and yield. This data is from the Open Reaction Database (ORD), a public repository of structured organic reaction records. Reactants: N1=CC=C(C=C1)B(O)O (4-Pyridine boronic acid), C(=O)([O-])[O-].[K+].[K+] (K2CO3), C(C)OC(CC1CCC(CC1)C1=NC=2N(C(=C1Br)N(COCC[Si](C)(C)C)COCC[Si](C)(C)C)N=CC2C=2C=NC1=CC=CC=C1C2)=O ((4-{7-[bis-(2-trimethylsilanyl-ethoxymethyl)-amino]-6-bromo-3-quinolin-3-yl-pyrazolo[1,5-a]pyrimidin-5-yl}-cyclohexyl)-acetic acid ethyl ester), Cl (hydrochloride). Reagents/catalysts: C=1C=CC(=CC1)[P](C=2C=CC=CC2)(C=3C=CC=CC3)[Pd]([P](C=4C=CC=CC4)(C=5C=CC=CC5)C=6C=CC=CC6)([P](C=7C=CC=CC7)(C=8C=CC=CC8)C=9C=CC=CC9)[P](C=1C=CC=CC1)(C=1C=CC=CC1)C=1C=CC=CC1 (Pd(PPh3)4). Solvent: O1CCOCC1 (dioxane). Reaction conditions: temperature 100 celsius, time 18 hour. Product: NC1=C(C(=NC=2N1N=CC2C=2C=NC1=CC=CC=C1C2)C2CCC(CC2)CC(=O)O)C2=CC=NC=C2 ([4-(7-Amino-6-pyridin-4-yl-3-quinolin-3-yl-pyrazolo[1,5-a]pyrimidin-5-yl)-cyclohexyl]-acetic acid). Isolated yield 9.6%. As a reaction SMILES: [N:1]1[CH:6]=[CH:5][C:4](B(O)O)=[CH:3][CH:2]=1.C([O-])([O-])=O.[K+].[K+].C([O:18][C:19](=[O:64])[CH2:20][CH:21]1[CH2:26][CH2:25][CH:24]([C:27]2[C:32](Br)=[C:31]([N:34](COCC[Si](C)(C)C)COCC[Si](C)(C)C)[N:30]3[N:51]=[CH:52][C:53]([C:54]4[CH:55]=[N:56][C:57]5[C:62]([CH:63]=4)=[CH:61][CH:60]=[CH:59][CH:58]=5)=[C:29]3[N:28]=2)[CH2:23][CH2:22]1)C.Cl>O1CCOCC1.C1C=CC([P]([Pd]([P](C2C=CC=CC=2)(C2C=CC=CC=2)C2C=CC=CC=2)([P](C2C=CC=CC=2)(C2C=CC=CC=2)C2C=CC=CC=2)[P](C2C=CC=CC=2)(C2C=CC=CC=2)C2C=CC=CC=2)(C2C=CC=CC=2)C2C=CC=CC=2)=CC=1>[NH2:34][C:31]1[N:30]2[N:51]=[CH:52][C:53]([C:54]3[CH:55]=[N:56][C:57]4[C:62]([CH:63]=3)=[CH:61][CH:60]=[CH:59][CH:58]=4)=[C:29]2[N:28]=[C:27]([CH:24]2[CH2:23][CH2:22][CH:21]([CH2:20][C:19]([OH:18])=[O:64])[CH2:26][CH2:25]2)[C:32]=1[C:4]1[CH:5]=[CH:6][N:1]=[CH:2][CH:3]=1 |f:1.2.3,^1:75,77,96,115|. Procedure: 4-Pyridine boronic acid (0.156 mmol, 20 mg), K2CO3 (0.234 mmol, 33 mg), and Pd(PPh3)4 (0.008 mmol, 10 mg) was added to a solution of (4-{7-[bis-(2-trimethylsilanyl-ethoxymethyl)-amino]-6-bromo-3-quinolin-3-yl-pyrazolo[1,5-a]pyrimidin-5-yl}-cyclohexyl)-acetic acid ethyl ester (0.078 mmol, 60 mg) in dioxane (1 mL). To this suspension was added distilled H2O (0.2 mL). The resulting reaction mixture was stirred at 100° C. under argon for 18 hours. The reaction mixture was concentrated in vacuo. The ...